From a dataset of the Open Reaction Database (ORD), a public repository of structured organic reaction records. describe an organic reaction: reactants, conditions, products, and yield Starting materials: CC(C)(C)OC(=O)NC1CCN(CC(=O)N2CCN(C3CCC3)CC2)CC1, ClCCl, Cl, C1COCCO1. Product: NC1CCN(CC(=O)N2CCN(C3CCC3)CC2)CC1. Reaction SMILES: [CH:1]1([N:5]2[CH2:6][CH2:7][N:8]([C:11]([CH2:12][N:13]3[CH2:14][CH2:15][CH:16]([NH:19][C:20](=[O:21])[O:22][C:23]([CH3:24])([CH3:25])[CH3:26])[CH2:17][CH2:18]3)=[O:27])[CH2:9][CH2:10]2)[CH2:2][CH2:3][CH2:4]1.[Cl:29][CH2:30][Cl:31].[ClH:28].[O:32]1[CH2:33][CH2:34][O:35][CH2:36][CH2:37]1>>[CH:1]1([N:5]2[CH2:6][CH2:7][N:8]([C:11]([CH2:12][N:13]3[CH2:14][CH2:15][CH:16]([NH2:19])[CH2:17][CH2:18]3)=[O:27])[CH2:9][CH2:10]2)[CH2:2][CH2:3][CH2:4]1. Starting materials: Cl.FC1(CCNCC1)C(=O)OCC (ethyl 4-fluoropiperidine-4-carboxylate hydrochloride), ClC1=NC=C(C=N1)B(O)O ((2-chloropyrimidin-5-yl)boronic acid), O.O.O.O.O.O.O.O.O.O.C([O-])([O-])=O.[Na+].[Na+] (sodium carbonate decahydrate). Run in C(C)O (ethanol). Reaction conditions: temperature 60 celsius, time 12 hour. Product: C(C)OC(=O)C1(CCN(CC1)C1=NC=C(C=N1)B(O)O)F ([2-(4-Ethoxycarbonyl-4-fluoropiperidin-1-yl)pyrimidin-5-yl]boronic acid). Isolated yield 96.2%. As a reaction SMILES: Cl.[F:2][C:3]1([C:9]([O:11][CH2:12][CH3:13])=[O:10])[CH2:8][CH2:7][NH:6][CH2:5][CH2:4]1.Cl[C:15]1[N:20]=[CH:19][C:18]([B:21]([OH:23])[OH:22])=[CH:17][N:16]=1.O.O.O.O.O.O.O.O.O.O.C(=O)([O-])[O-].[Na+].[Na+]>C(O)C>[CH2:12]([O:11][C:9]([C:3]1([F:2])[CH2:4][CH2:5][N:6]([C:15]2[N:20]=[CH:19][C:18]([B:21]([OH:23])[OH:22])=[CH:17][N:16]=2)[CH2:7][CH2:8]1)=[O:10])[CH3:13] |f:0.1,3.4.5.6.7.8.9.10.11.12.13.14.15|. Procedure details: A mixture of ethyl 4-fluoropiperidine-4-carboxylate hydrochloride (2 g, 9.4491 mmol), (2-chloropyrimidin-5-yl)boronic acid (1.5426 g, 9.4493 mmol) and sodium carbonate decahydrate (2.53 g, 23.6 mmol) in ethanol (15 mL) was stirred at 60° C. for 12 h. The reaction mixture was filtered through celite, the solvent was evaporated and the residue was dried under vacuum to give the title compound (2.7 g, 97%) as a pale yellow gum, which was used without further purification. LCMS (pH 10) MH+ 298, RT 1... Reactants: C(CCC)C/1=CN(S\C1=N/C(=O)[C@H]1C([C@](CC1)(C(=O)O)C)(C)C)C(C)(C)C ((1S,3R)-3-({[(5Z)-4-butyl-2-tert-butylisothiazol-5(2H)-ylidene]amino}carbonyl)-1,2,2-trimethylcyclopentanecarboxylic acid), Cl.C(O)CN (ethanolamine hydrochloride). Product: C(CCC)C/1=CN(S\C1=N/C(=O)[C@H]1C([C@](CC1)(C(=O)NCCO)C)(C)C)C(C)(C)C ((1S,3R)—N3-[(5Z)-4-butyl-2-tert-butylisothiazol-5(2H)-ylidene]-N1-(2-hydroxyethyl)-1,2,2-trimethylcyclopentane-1,3-dicarboxamide). RXN SMILES: [CH2:1]([C:5]1=[CH:6][N:7]([C:24]([CH3:27])([CH3:26])[CH3:25])[S:8]/[C:9]/1=[N:10]\[C:11]([C@@H:13]1[CH2:17][CH2:16][C@:15]([CH3:21])([C:18]([OH:20])=O)[C:14]1([CH3:23])[CH3:22])=[O:12])[CH2:2][CH2:3][CH3:4].Cl.[CH2:29]([CH2:31][NH2:32])[OH:30]>>[CH2:1]([C:5]1=[CH:6][N:7]([C:24]([CH3:25])([CH3:26])[CH3:27])[S:8]/[C:9]/1=[N:10]\[C:11]([C@@H:13]1[CH2:17][CH2:16][C@:15]([CH3:21])([C:18]([NH:32][CH2:31][CH2:29][OH:30])=[O:20])[C:14]1([CH3:23])[CH3:22])=[O:12])[CH2:2][CH2:3][CH3:4] |f:1.2|. Reported procedure: The product from Example 205 and ethanolamine hydrochloride (Aldrich) were processed using the method described in Example 178 to afford the title compound. 1H NMR (DMSO-d6) δ 0.49 (s, 3H), 0.90 (t, J=7.3 Hz, 3H), 1.14 (s, 3H), 1.23 (s, 3H), 1.26-1.42 (m, 3H), 1.57 (s, 9H), 1.57-1.67 (m, 2H), 1.69-1.82 (m, 1H), 2.25-2.47 (m, 2H), 2.61-2.67 (m, 2H), 2.96-3.02 (m, 1H), 3.09-3.15 (m, 2H), 3.33-3.39 (m, 2H), 4.61 (t, J=5.3 HZ, 1H), 7.20 (t, J=5.5 Hz, 1H), 8.50 (s, 1H). (ESI+) m/z 438 (M+H)+. Anal. c... Reactants: C(#N)C=1C=C(C(=O)OC)C=CC1OC (methyl 3-cyano-4-methoxy-benzoate), [Li+].[OH-] (LiOH), Cl (HCl). Solvent: CO.O (CH3OH H2O). The product is C(#N)C=1C=C(C(=O)O)C=CC1OC (3-cyano-4-methoxy-benzoic acid). RXN SMILES: [C:1]([C:3]1[CH:4]=[C:5]([CH:10]=[CH:11][C:12]=1[O:13][CH3:14])[C:6]([O:8]C)=[O:7])#[N:2].[Li+].[OH-].Cl>CO.O>[C:1]([C:3]1[CH:4]=[C:5]([CH:10]=[CH:11][C:12]=1[O:13][CH3:14])[C:6]([OH:8])=[O:7])#[N:2] |f:1.2,4.5|. Reported procedure: To a solution of methyl 3-cyano-4-methoxy-benzoate (1.5 g, 7.9 mmol) in CH3OH/H2O (25 mL; 1:1), was added LiOH (2.5 g, 60.0 mmol). The reaction mixture was refluxed for 2 h, cooled at rt and 6M HCl was added dropwise until pH 2 was obtained. The precipitate was collected, washed with H2O (3×20 mL), dried in vacuo to afford 3-cyano-4-methoxy-benzoic acid. MS (ESI) 178 (M+H)+. To a 100 mL round-bottom flask with 3-cyano-4-methoxy-benzoic acid (1.4 g, 7.8 mmol), was added SOCl2 (15 mL) dropwise. Th... Reactants: CN([C@H]1[C@@H](CCCC1)O)C (trans-2-dimethylaminocyclohexanol), CNCC1=CC=CC=C1 (N-Methylbenzylamine), [H-].[Na+] (NaH), CS(=O)(=O)Cl (methanesulfonyl chloride), HClO4, CNC (dimethylamine), CN(C1C(CCCC1)N(CC1=CC=CC=C1)C)C (N,N,N'-trimethyl-N'-benzyl-1,2-cyclohexanediamine). Reagents/catalysts: [Pd] (Pd-C). Solvent: C1CCOC1 (THF), C1CCOC1 (THF), CCO (EtOH). Run at time 18 hour. The product is CN([C@H]1[C@@H](CCCC1)NC)C (trans-N,N,N'-Trimethyl-1,2-cyclohexanediamine). RXN SMILES: CN(C)[C@@H]1CCCC[C@H]1O.CNC.[H-].[Na+].CS(Cl)(=O)=O.CNCC1C=CC=CC=1.[CH3:30][N:31]([CH3:47])[CH:32]1[CH2:37][CH2:36][CH2:35][CH2:34][CH:33]1[N:38](C)[CH2:39]C1C=CC=CC=1>[Pd].CCO.C1COCC1>[CH3:30][N:31]([CH3:47])[C@@H:32]1[CH2:37][CH2:36][CH2:35][CH2:34][C@H:33]1[NH:38][CH3:39] |f:2.3|. Procedure: A solution of trans-2-dimethylaminocyclohexanol (61.1 g., 0.427 mole) prepared as in Procedure I, Part A, using dimethylamine instead of methylamine in 85 ml. of THF is added during 5 min. to a suspension of NaH (17.97 g., 0.427 mole of 57% dispersion in mineral oil) in 250 ml. of THF, and the mixture is heated at 95° for 2 hrs. It is cooled to 10° and treated dropwise with methanesulfonyl chloride (48.91 g., 0.427 mole) during 40 min. keeping the temperature at 15°. N-Methylbenzylamine (103.48 ... Yields the product Cl.C(C)(C)NC1=NC2=C(N1C)C=CC(=C2)N(C2=NC(=NC=C2)NC=2C=C(C=CC2)S(=O)(=O)N)C (3-{4-[(2-Isopropylamino-1-methyl-1H-benzoimidazol-5-yl)-methyl-amino]-pyrimidin-2-ylamino}-benzenesulfonamide hydrochloride). Procedure: The title compound was prepared following the procedure of example 1 with N5-(2-chloropyrimidin-4-yl)-N2-isopropyl-N5,1-dimethyl-1H-benzimidazole-2,5-diamine (83 mg, 0.25 mmol) and 3-amino-benzenesulfonamide (43 mg, 0.25 mmol) as a white solid (59 mg, 47%). 1H NMR (300 MHz, d6-DMSO) δ 11.03 (s, 1H), 8.94 (d, J=8.1 Hz, 1H), 8.35 (s, 1H), 7.97 (d, J=7.2 Hz, 1H), 7.71 (d, J=7.2 Hz, 1H), 7.66 (d, J=8.4 Hz, 1H), 7.48-7.57 (m, 3H), 7.40 (s, 1H), 7.33 (dd, J=8.4 and 1.5 Hz, 1H), 5.90 (s, 1H), 4.12 (m, ... As a reaction SMILES: [Cl:1][C:2]1[N:7]=[C:6]([N:8]([CH3:23])[C:9]2[CH:22]=[CH:21][C:12]3[N:13]([CH3:20])[C:14]([NH:16][CH:17]([CH3:19])[CH3:18])=[N:15][C:11]=3[CH:10]=2)[CH:5]=[CH:4][N:3]=1.[NH2:24][C:25]1[CH:26]=[C:27]([S:31]([NH2:34])(=[O:33])=[O:32])[CH:28]=[CH:29][CH:30]=1>>[ClH:1].[CH:17]([NH:16][C:14]1[N:13]([CH3:20])[C:12]2[CH:21]=[CH:22][C:9]([N:8]([CH3:23])[C:6]3[CH:5]=[CH:4][N:3]=[C:2]([NH:24][C:25]4[CH:26]=[C:27]([S:31]([NH2:34])(=[O:32])=[O:33])[CH:28]=[CH:29][CH:30]=4)[N:7]=3)=[CH:10][C:11]=2[N:15]=1)([CH3:19])[CH3:18] |f:2.3|. The reactants are ClC1=NC=CC(=N1)N(C1=CC2=C(N(C(=N2)NC(C)C)C)C=C1)C (N5-(2-chloropyrimidin-4-yl)-N2-isopropyl-N5,1-dimethyl-1H-benzimidazole-2,5-diamine), NC=1C=C(C=CC1)S(=O)(=O)N (3-amino-benzenesulfonamide). Starting materials: ice water, [OH-].[K+] (potassium hydroxide), NC1=CC=C(C=C1)O (4-aminophenol), CS(=O)(=O)C1=NC=C(C(=N1)C(F)(F)F)C1=CC=CC=C1 (2-methylsulfonyl-4-trifluoromethyl-5-phenylpyrimidine). Solvent: CS(=O)C (dimethylsulfoxide). Run at time 1 hour. Product: FC(C1=NC(=NC=C1C1=CC=CC=C1)OC1=CC=C(N)C=C1)(F)F (4-(4-trifluoromethyl-5-phenylpyrimidine-2-yloxy)aniline). As a reaction SMILES: [OH-].[K+].[NH2:3][C:4]1[CH:9]=[CH:8][C:7]([OH:10])=[CH:6][CH:5]=1.CS([C:15]1[N:20]=[C:19]([C:21]([F:24])([F:23])[F:22])[C:18]([C:25]2[CH:30]=[CH:29][CH:28]=[CH:27][CH:26]=2)=[CH:17][N:16]=1)(=O)=O>CS(C)=O>[F:24][C:21]([F:22])([F:23])[C:19]1[C:18]([C:25]2[CH:30]=[CH:29][CH:28]=[CH:27][CH:26]=2)=[CH:17][N:16]=[C:15]([O:10][C:7]2[CH:8]=[CH:9][C:4]([NH2:3])=[CH:5][CH:6]=2)[N:20]=1 |f:0.1|. Reported procedure: With cooling, 2.2 g of powdered potassium hydroxide are added to a solution of 2.1 g of 4-aminophenol in 50 ml of dimethylsulfoxide and the mixture is stirred for 1 hour to form a clear solution. To the batch are then added, in portions, 6 g of 2-methylsulfonyl-4-trifluoromethyl-5-phenylpyrimidine and the mixture is stirred for 4 hours at room temperature. The mixture is then poured into ice-water and extracted with ether. The washed and dried ethereal extracts yield a product of m.p. 123°-126° ... Starting materials: Cc1ccccc1, CN(C)C=O, [H-], NS(N)(=O)=O, [Na+], O=C(O)CCCCCC1CCSS1. The product is NS(=O)(=O)NC(=O)CCCCCC1CCSS1. RXN SMILES: [CH3:21][c:22]1[cH:23][cH:24][cH:25][cH:26][cH:27]1.[CH3:28][N:29]([CH3:30])[CH:31]=[O:32].[H-:19].[NH2:14][S:15]([NH2:16])(=[O:17])=[O:18].[Na+:20].[S:1]1[S:2][CH:3]([CH2:6][CH2:7][CH2:8][CH2:9][CH2:10][C:11](=[O:12])[OH:13])[CH2:4][CH2:5]1>>[S:1]1[S:2][CH:3]([CH2:6][CH2:7][CH2:8][CH2:9][CH2:10][C:11](=[O:13])[NH:14][S:15]([NH2:16])(=[O:17])=[O:18])[CH2:4][CH2:5]1. The reactants are IC1=CC=C(C=C1)[N+](=O)[O-] (1-iodo-4-nitrobenzene), BrC1=CC=C(C=C1)[N+](=O)[O-] (1-bromo-4-nitrobenzene), [OH-].[Cs+] (cesium hydroxide). Product: [N+](=O)([O-])C1=CC=C(C=C1)O (4-Nitrophenol). As a reaction SMILES: I[C:2]1[CH:7]=[CH:6][C:5]([N+:8]([O-:10])=[O:9])=[CH:4][CH:3]=1.BrC1C=CC([N+]([O-])=[O:19])=CC=1.[OH-].[Cs+]>>[N+:8]([C:5]1[CH:6]=[CH:7][C:2]([OH:19])=[CH:3][CH:4]=1)([O-:10])=[O:9] |f:2.3|. Procedure details: Following general operating mode A, 1-iodo-4-nitrobenzene or 1-bromo-4-nitrobenzene (249 mg or 202 mg, 1.0 mmol) were reacted at 110° C. with cesium hydroxide to obtain the expected product in the form of a yellow solid with respective yields of 90% and 82% (ethyl acetate/heptane 20:80). The reactants are CC(C(=O)C1=CC=CC=C1)C(CC(=O)C1=CC=CC=C1)=O (2-methyl-1,5-diphenyl-1,3,5-pentanetrione), FC1=C(N)C(=CC=C1)F (2,6-difluoroaniline), C1(=CC=C(C=C1)S(=O)(=O)O)C (para-toluenesulfonic acid), 5A. Run in C=1(C(=CC=CC1)C)C (xylene). The product is FC1=C(C(=CC=C1)F)N1C(=C(C(C=C1C1=CC=CC=C1)=O)C)C1=CC=CC=C1 (1-(2,6-difluorophenyl)-3-methyl-2,6-diphenyl-4(1H)-pyridinone). The yield is 18.7%. Reaction SMILES: [CH3:1][CH:2]([C:11](=[O:21])[CH2:12][C:13]([C:15]1[CH:20]=[CH:19][CH:18]=[CH:17][CH:16]=1)=O)[C:3]([C:5]1[CH:10]=[CH:9][CH:8]=[CH:7][CH:6]=1)=O.[F:22][C:23]1[CH:29]=[CH:28][CH:27]=[C:26]([F:30])[C:24]=1[NH2:25].C1(C)C=CC(S(O)(=O)=O)=CC=1>C1(C)C(C)=CC=CC=1>[F:22][C:23]1[CH:29]=[CH:28][CH:27]=[C:26]([F:30])[C:24]=1[N:25]1[C:13]([C:15]2[CH:20]=[CH:19][CH:18]=[CH:17][CH:16]=2)=[CH:12][C:11](=[O:21])[C:2]([CH3:1])=[C:3]1[C:5]1[CH:10]=[CH:9][CH:8]=[CH:7][CH:6]=1. Procedure details: To 150 ml of xylene were added 2.8 g (0.010 mole) of 2-methyl-1,5-diphenyl-1,3,5-pentanetrione, 12.9 g (0.010 mole) of 2,6-difluoroaniline, 3.0 g (0.016 mole) of para-toluenesulfonic acid and 30.0 g of Molecular Sieves 5A, followed by refluxing the resulting mixture for 3 hours. After cooling the reaction mixture, solid matter was filtered off and the filtrate was washed successively with 50 ml of 10% hydrochloric acid, 50 ml of a 10% aqueous solution of sodium hydroxide and water. The filtrate ...